From a dataset of the Open Reaction Database (ORD), a public repository of structured organic reaction records. describe an organic reaction: reactants, conditions, products, and yield Reactants: CCO, CC(C)(C)OC(=O)N1CCC(COCc2ccccc2)(C(O)CO)CC1. The product is CC(C)(C)OC(=O)N1CCC(CO)(C(O)CO)CC1. As a reaction SMILES: [CH3:27][CH2:28][OH:29].[OH:1][CH:2]([CH2:3][OH:4])[C:5]1([CH2:18][O:19][CH2:20][c:21]2[cH:22][cH:23][cH:24][cH:25][cH:26]2)[CH2:6][CH2:7][N:8]([C:11](=[O:12])[O:13][C:14]([CH3:15])([CH3:16])[CH3:17])[CH2:9][CH2:10]1>>[OH:1][CH:2]([CH2:3][OH:4])[C:5]1([CH2:18][OH:19])[CH2:6][CH2:7][N:8]([C:11](=[O:12])[O:13][C:14]([CH3:15])([CH3:16])[CH3:17])[CH2:9][CH2:10]1. Reactants: C(C1=CC=CC=C1)OC=1C(=NC(=CC1)OC)C(=O)NC1=CC=C(C=C1)OC1=CC=CC=C1 (3-Benzyloxy-6-methoxy-4′-phenoxypicolinanilide). Reagents/catalysts: [C].[Pd] (palladium-carbon). Run in C(C)O (ethanol). The product is OC=1C(=NC(=CC1)OC)C(=O)NC1=CC=C(C=C1)OC1=CC=CC=C1 (3-Hydroxy-6-methoxy-4′-phenoxypicolinanilide). Isolated yield 83.0%. Reaction SMILES: C([O:8][C:9]1[C:10]([C:17]([NH:19][C:20]2[CH:25]=[CH:24][C:23]([O:26][C:27]3[CH:32]=[CH:31][CH:30]=[CH:29][CH:28]=3)=[CH:22][CH:21]=2)=[O:18])=[N:11][C:12]([O:15][CH3:16])=[CH:13][CH:14]=1)C1C=CC=CC=1>C(O)C.[C].[Pd]>[OH:8][C:9]1[C:10]([C:17]([NH:19][C:20]2[CH:25]=[CH:24][C:23]([O:26][C:27]3[CH:28]=[CH:29][CH:30]=[CH:31][CH:32]=3)=[CH:22][CH:21]=2)=[O:18])=[N:11][C:12]([O:15][CH3:16])=[CH:13][CH:14]=1 |f:2.3|. Procedure: 3-Benzyloxy-6-methoxy-4′-phenoxypicolinanilide was suspended in 5 ml of ethanol. 10% palladium-carbon (30 mg) was added to the suspension. The mixture was subjected to catalytic reduction under atmospheric conditions overnight. The reaction solution was filtered, and the filtrate was concentrated under the reduced pressure. The residue was then purified by column chromatography on silica gel (chloroform) to give the title compound (yield 83%).